Dataset: the Open Reaction Database (ORD), a public repository of structured organic reaction records. Task: describe an organic reaction: reactants, conditions, products, and yield The solvent is C(C)O (ethanol). Reported procedure: The title compound was prepared in analogy to example 6 step B from a mixture of 7-chloro-4-(2-fluoro-phenyl)-2-isopropyl-quinoline-3-carboxylic acid methyl ester and 1N NaOH in ethanol. White solid. MS (ESI): 342.0 (M+H)+. RXN SMILES: C[O:2][C:3]([C:5]1[C:6]([CH:23]([CH3:25])[CH3:24])=[N:7][C:8]2[C:13]([C:14]=1[C:15]1[CH:20]=[CH:19][CH:18]=[CH:17][C:16]=1[F:21])=[CH:12][CH:11]=[C:10]([Cl:22])[CH:9]=2)=[O:4].[OH-].[Na+]>C(O)C>[Cl:22][C:10]1[CH:9]=[C:8]2[C:13]([C:14]([C:15]3[CH:20]=[CH:19][CH:18]=[CH:17][C:16]=3[F:21])=[C:5]([C:3]([OH:4])=[O:2])[C:6]([CH:23]([CH3:24])[CH3:25])=[N:7]2)=[CH:12][CH:11]=1 |f:1.2|. The reactants are COC(=O)C=1C(=NC2=CC(=CC=C2C1C1=C(C=CC=C1)F)Cl)C(C)C (7-chloro-4-(2-fluoro-phenyl)-2-isopropyl-quinoline-3-carboxylic acid methyl ester), [OH-].[Na+] (NaOH). The product is ClC1=CC=C2C(=C(C(=NC2=C1)C(C)C)C(=O)O)C1=C(C=CC=C1)F (7-Chloro-4-(2-fluoro-phenyl)-2-isopropyl-quinoline-3-carboxylic acid). Starting materials: C[SH]=c1[nH]ccc(=O)[nH]1, CO, CCO, ClC(Cl)Cl, NCCN(Cc1ccccc1)c1ccccn1. Product: O=c1ccnc(NCCN(Cc2ccccc2)c2ccccn2)[nH]1. Reaction SMILES: [CH3:18][SH:19]=[c:20]1[nH:21][cH:22][cH:23][c:24](=[O:26])[nH:25]1.[CH3:31][OH:32].[CH3:33][CH2:34][OH:35].[CH:27]([Cl:28])([Cl:29])[Cl:30].[NH2:1][CH2:2][CH2:3][N:4]([CH2:5][c:6]1[cH:7][cH:8][cH:9][cH:10][cH:11]1)[c:12]1[n:13][cH:14][cH:15][cH:16][cH:17]1>>[NH:1]([CH2:2][CH2:3][N:4]([CH2:5][c:6]1[cH:7][cH:8][cH:9][cH:10][cH:11]1)[c:12]1[n:13][cH:14][cH:15][cH:16][cH:17]1)[c:20]1[n:21][cH:22][cH:23][c:24](=[O:26])[nH:25]1. Reactants: O=C1CCC2=CC(=CC=C12)OC1=NC=C(C(=O)N)C=C1 (6-(1-Oxo-indan-5-yloxy)-nicotinamide), Ti(iPrO)4, [BH3-]C#N.[Na+] (NaBH3CN), O=C1CCC2=CC(=CC=C12)OC1=NC=C(C(=O)N)C=C1 (6-(1-Oxo-indan-5-yloxy)-nicotinamide), C(CC1=CC=CC=C1)N (phenethylamine). As a reaction SMILES: O=[C:2]1[C:10]2[C:5](=[CH:6][C:7]([O:11][C:12]3[CH:20]=[CH:19][C:15]([C:16]([NH2:18])=[O:17])=[CH:14][N:13]=3)=[CH:8][CH:9]=2)[CH2:4][CH2:3]1.[CH2:21]([NH2:29])[CH2:22][C:23]1[CH:28]=[CH:27][CH:26]=[CH:25][CH:24]=1.[BH3-]C#N.[Na+]>Cl[Ti](Cl)(Cl)Cl>[CH2:21]([NH:29][CH:2]1[C:10]2[C:5](=[CH:6][C:7]([O:11][C:12]3[CH:20]=[CH:19][C:15]([C:16]([NH2:18])=[O:17])=[CH:14][N:13]=3)=[CH:8][CH:9]=2)[CH2:4][CH2:3]1)[CH2:22][C:23]1[CH:28]=[CH:27][CH:26]=[CH:25][CH:24]=1 |f:2.3|. Reagents/catalysts: Cl[Ti](Cl)(Cl)Cl (TiCl4). Procedure: Using a method similar to Example 14, using 6-(1-oxo-indan-5-yloxy)-nicotinamide (Intermediate 4, 805 mg, 3.00 mmol), phenethylamine (436 mg, 3.60 mmol), Ti(iPrO)4 (1.70 g, 6.00 mmol), TiCl4 (1.0M/DCM, 6.00 ml, 6.00 mmol), and NaBH3CN (377 mg, 6.00 mmol) gives the title compound (984 mg) as a light yellow solid. Mass spectrum (ion spray): m/z=374 (M+1); 1HNMR (CDCl3): 8.59 (s, 1H), 8.15 (d, 1H), 7.33-7.19 (m, 6H), 6.98 (s, 1H), 6.95-6.91 (m, 21H, 5.99 (br. s, 2H), 4.26 (t, H), 3.04-2.94 (m, 3H),... Yields the product C(CC1=CC=CC=C1)NC1CCC2=CC(=CC=C12)OC1=NC=C(C(=O)N)C=C1 (6-(1-Phenethylamino-indan-5-yloxy)-nicotinamide). Isolated yield 87.8%. Reactants: OC=1C=C(C=CC1O)C1=CC(N(C(N1C)=O)C)=NC1=C(C=C(C=C1C)C)C (3,4-dihydro-6-(3,4-dihydroxyphenyl)-1,3-dimethyl-4-(2,4,6-trimethylphenylimino)-2(1H)pyrimidinone), [H-].[Na+] (sodium hydride), CI (methyl iodide), O (water). Run in CN(C=O)C (N,N-dimethylformamide). Conditions: time 2 hour. The product is CN1C(N(C(C=C1C1=CC(=C(C=C1)O)OC)=NC1=C(C=C(C=C1C)C)C)C)=O (3,4-dihydro-1,3-dimethyl-6-(4-hydroxy-3-methoxyphenyl)-4-(2,4,6-trimethylphenylimino)-2(1H)-pyrimidinone). RXN SMILES: [OH:1][C:2]1[CH:3]=[C:4]([C:9]2[N:14]([CH3:15])[C:13](=[O:16])[N:12]([CH3:17])[C:11](=[N:18][C:19]3[C:24]([CH3:25])=[CH:23][C:22]([CH3:26])=[CH:21][C:20]=3[CH3:27])[CH:10]=2)[CH:5]=[CH:6][C:7]=1[OH:8].[H-].[Na+].[CH3:30]I.O>CN(C)C=O>[CH3:15][N:14]1[C:9]([C:4]2[CH:5]=[CH:6][C:7]([OH:8])=[C:2]([O:1][CH3:30])[CH:3]=2)=[CH:10][C:11](=[N:18][C:19]2[C:24]([CH3:25])=[CH:23][C:22]([CH3:26])=[CH:21][C:20]=2[CH3:27])[N:12]([CH3:17])[C:13]1=[O:16] |f:1.2|. Reported procedure: To a solution of 3,4-dihydro-6-(3,4-dihydroxyphenyl)-1,3-dimethyl-4-(2,4,6-trimethylphenylimino)-2(1H)pyrimidinone (2.0 g) in N,N-dimethylformamide (20 ml) were added sodium hydride (60% in Nujol, 0.22 g) and methyl iodide (0.37 ml), and the mixture was stirred at ambient temperature for 2 hours. Then the reaction mixture was poured into water (200 ml), and extracted with ethyl acetate. The organic extract was washed with brine, dried over magnesium sulfate and evaporated. The residue was chroma... The reactants are Cl (HCl), S1C(=CC=C1)C(C(=O)OC(C)(C)C)NCC(=O)N (tert.-Butyl 2-thienyl-N-aminocarbonylmethylaminoacetate). Run in C(C)(=O)O (acetic acid). The product is S1C(=CC=C1)C(C(=O)O)NCC(=O)N (2-Thienyl-N-aminocarbonylmethylaminoacetic acid). As a reaction SMILES: Cl.[S:2]1[CH:6]=[CH:5][CH:4]=[C:3]1[CH:7]([NH:15][CH2:16][C:17]([NH2:19])=[O:18])[C:8]([O:10]C(C)(C)C)=[O:9]>C(O)(=O)C>[S:2]1[CH:6]=[CH:5][CH:4]=[C:3]1[CH:7]([NH:15][CH2:16][C:17]([NH2:19])=[O:18])[C:8]([OH:10])=[O:9]. Reported procedure: Gaseous HCl is passed into a cooled solution of 2.4 g of the compound from Example 4 in 25 ml of glacial acetic acid until saturated. The mixture is allowed to reach room temperature while stirring. The precipitate which forms is filtered off with suction, washed with a little methanol and dried. Yield: 2.0 g melting point 206° C. (decomposition)